Dataset: the Open Reaction Database (ORD), a public repository of structured organic reaction records. Task: describe an organic reaction: reactants, conditions, products, and yield Starting materials: FC(C=1C=CC(=NC1)OC1=CC=C(C=C1)O)(F)F (4-(5-trifluoromethyl-pyridin-2-yloxy)-phenol), [I-].CC1CN(CC(O1)C)C(=O)N1C=[N+](C=C1)C (3-(2,6-dimethyl-morpholine-4-carbonyl)-1-methyl-3H-imidazol-1-ium iodide). Reported procedure: The title compound was prepared from 4-(5-trifluoromethyl-pyridin-2-yloxy)-phenol and 3-(2,6-dimethyl-morpholine-4-carbonyl)-1-methyl-3H-imidazol-1-ium iodide. The crude product was purified by preparative HPLC (39%, colorless oil). HPLC-MS m/z=397.1 (M+1), Rt: 4.64 min. Yields the product FC(C=1C=CC(=NC1)OC1=CC=C(C=C1)OC(=O)N1CC(OC(C1)C)C)(F)F (2.6-dimethyl-morpholine-4-carboxylic acid 4-(5-trifluoromethyl-pyridin-2-yloxy)-phenyl ester). RXN SMILES: [F:1][C:2]([F:18])([F:17])[C:3]1[CH:4]=[CH:5][C:6]([O:9][C:10]2[CH:15]=[CH:14][C:13]([OH:16])=[CH:12][CH:11]=2)=[N:7][CH:8]=1.[I-].[CH3:20][CH:21]1[O:26][CH:25]([CH3:27])[CH2:24][N:23]([C:28](N2C=C[N+](C)=C2)=[O:29])[CH2:22]1>>[F:18][C:2]([F:1])([F:17])[C:3]1[CH:4]=[CH:5][C:6]([O:9][C:10]2[CH:11]=[CH:12][C:13]([O:16][C:28]([N:23]3[CH2:24][CH:25]([CH3:27])[O:26][CH:21]([CH3:20])[CH2:22]3)=[O:29])=[CH:14][CH:15]=2)=[N:7][CH:8]=1 |f:1.2|. Starting materials: COC(=O)[C@@H]1CC[C@H](CC1)OC1=CC(=CC=C1)Cl (trans-4-(3-chloro-phenoxy)-cyclohexanecarboxylic acid methyl ester), O.NN (hydrazine hydrate), O.NN (hydrazine hydrate). Reaction conditions: temperature 120 celsius, time 5 hour. Yields the product ClC=1C=C(O[C@@H]2CC[C@H](CC2)C(=O)NN)C=CC1 (trans-4-(3-Chloro-phenoxy)-cyclohexanecarboxylic acid hydrazide). Yield: 85.9%. As a reaction SMILES: C[O:2][C:3]([C@H:5]1[CH2:10][CH2:9][C@H:8]([O:11][C:12]2[CH:17]=[CH:16][CH:15]=[C:14]([Cl:18])[CH:13]=2)[CH2:7][CH2:6]1)=O.O.[NH2:20][NH2:21]>>[Cl:18][C:14]1[CH:13]=[C:12]([CH:17]=[CH:16][CH:15]=1)[O:11][C@H:8]1[CH2:9][CH2:10][C@H:5]([C:3]([NH:20][NH2:21])=[O:2])[CH2:6][CH2:7]1 |f:1.2|. Procedure details: A mixture of trans-4-(3-chloro-phenoxy)-cyclohexanecarboxylic acid methyl ester (0.25 g, 0.93 mmol) and hydrazine hydrate (0.044 ml, 0.91 mmol) was heated at 120° C. for 22 h. Addition of further hydrazine hydrate (0.020 ml, 0.42 mmol) was followed by stirring at 120° C. for 5 h. After cooling to room temperature the reaction mixture was partitioned between ethyl acetate (50 ml) and 1 M aqueous sodium hydroxide solution (50 ml). The layers were separated and the aqueous layer was extracted with ...